This data is from the Open Reaction Database (ORD), a public repository of structured organic reaction records. The task is: describe an organic reaction: reactants, conditions, products, and yield Starting materials: Cc1c(C)n(S(=O)(=O)c2ccccc2)c2ncc(Br)cc12, C1CCOC1, CCOC(C)=O, CO, [Na+], [OH-]. Yields the product Cc1[nH]c2ncc(Br)cc2c1C. Reaction SMILES: [Br:1][c:2]1[cH:3][c:4]2[c:5]([n:6][cH:7]1)[n:8]([S:13]([c:14]1[cH:15][cH:16][cH:17][cH:18][cH:19]1)(=[O:20])=[O:21])[c:9]([CH3:12])[c:10]2[CH3:11].[CH2:30]1[O:31][CH2:32][CH2:33][CH2:34]1.[CH3:24][CH2:25][O:26][C:27]([CH3:28])=[O:29].[CH3:35][OH:36].[Na+:23].[OH-:22]>>[Br:1][c:2]1[cH:3][c:4]2[c:5]([n:6][cH:7]1)[nH:8][c:9]([CH3:12])[c:10]2[CH3:11]. The reactants are NC1=NN2C(C=N1)=C(N=C2CCC)C (2-Amino-5-methyl-7-propylimidazo[5,1-f]-as-triazine), COC1=CC=C(C=C1)C(C)=O (p-methoxyacetophenone), Cl (hydrochloric acid). The solvent is C(C)O (ethanol). Product: Cl.NC1=NN2C(C(N1)CC(=O)C1=CC=C(C=C1)OC)=C(N=C2CCC)C (2-Amino-3,4-dihydro-4(p-methoxyphenacyl)-5-methyl-7-propylimidazo[5,1-f]-as-triazine, hydrochloride). As a reaction SMILES: [NH2:1][C:2]1[N:7]=[CH:6][C:5]2=[C:8]([CH3:14])[N:9]=[C:10]([CH2:11][CH2:12][CH3:13])[N:4]2[N:3]=1.[CH3:15][O:16][C:17]1[CH:22]=[CH:21][C:20]([C:23](=[O:25])[CH3:24])=[CH:19][CH:18]=1.[ClH:26]>C(O)C>[ClH:26].[NH2:1][C:2]1[NH:7][CH:6]([CH2:24][C:23]([C:20]2[CH:21]=[CH:22][C:17]([O:16][CH3:15])=[CH:18][CH:19]=2)=[O:25])[C:5]2=[C:8]([CH3:14])[N:9]=[C:10]([CH2:11][CH2:12][CH3:13])[N:4]2[N:3]=1 |f:4.5|. Procedure: 2-Amino-5-methyl-7-propylimidazo[5,1-f]-as-triazine (Example 4) (1.9 g.), p-methoxyacetophenone (1.65 g.) and concentrated hydrochloric acid (2 ml.) in ethanol (50 ml.) were heated under reflux for 1.5 hours. The solvent was distilled off and the residue was treated with 2N sodium carbonate. The mixture was extracted with ethyl acetate and the extract was dried over magnesium sulphate, filtered and evaporated. The residue was crystallised from a mixture of ethyl acetate and light petroleum and h... Reactants: [OH-].[Na+] (sodium hydroxide), C1(=CC=CC=C1)NC=1OC2=C(N1)C=CC(=C2)CC(=O)OC (methyl 2-phenylaminobenzoxazole-6-acetate), C(C)(=O)O (acetic acid). Run in CS(=O)C (dimethyl sulphoxide), O1CCCC1 (tetrahydrofuran), O (water). Run at time 2 hour. The product is C1(=CC=CC=C1)NC=1OC2=C(N1)C=CC(=C2)CC(=O)O (2-phenylaminobenzoxazole-6-acetic acid). The yield is 90.2%. As a reaction SMILES: [C:1]1([NH:7][C:8]2[O:9][C:10]3[CH:16]=[C:15]([CH2:17][C:18]([O:20]C)=[O:19])[CH:14]=[CH:13][C:11]=3[N:12]=2)[CH:6]=[CH:5][CH:4]=[CH:3][CH:2]=1.[OH-].[Na+].C(O)(=O)C>CS(C)=O.O1CCCC1.O>[C:1]1([NH:7][C:8]2[O:9][C:10]3[CH:16]=[C:15]([CH2:17][C:18]([OH:20])=[O:19])[CH:14]=[CH:13][C:11]=3[N:12]=2)[CH:2]=[CH:3][CH:4]=[CH:5][CH:6]=1 |f:1.2|. Reported procedure: To methyl 2-phenylaminobenzoxazole-6-acetate (0.28 g) in a mixture of dimethyl sulphoxide (1 ml) and tetrahydrofuran (1 ml) was added 2M sodium hydroxide (1 ml). The mixture was stirred for 2 hrs. then acidified with acetic acid and diluted with water and the precipitate filtered and washed with water and dried to give 2-phenylaminobenzoxazole-6-acetic acid (0.24 g) as a white solid. Reactants: B, Cc1ccc(C(=O)O)c([N+](=O)[O-])c1, C1CCOC1, C1CCOC1. Yields the product Cc1ccc(CO)c([N+](=O)[O-])c1. As a reaction SMILES: [BH3:19].[CH3:1][c:2]1[cH:3][c:4]([N+:11](=[O:12])[O-:13])[c:5]([C:6](=[O:7])[OH:8])[cH:9][cH:10]1.[O:14]1[CH2:15][CH2:16][CH2:17][CH2:18]1.[O:20]1[CH2:21][CH2:22][CH2:23][CH2:24]1>>[CH3:1][c:2]1[cH:3][c:4]([N+:11](=[O:12])[O-:13])[c:5]([CH2:6][OH:7])[cH:9][cH:10]1. Reactants: C(C)(C)(C)OC(=O)F (BOC-F), Cl (HCl), [OH-].[Na+] (NaOH), Cl.NC1C=CC(C1)C(=O)O ((±)-1-amino-2-cyclopentene-4-carboxylic acid hydrochloride), C(C)(C)(C)OC(=O)F (tert-butyloxycarbonyl fluoride). Run in C(C)OCC (diethyl ether), O (water), O1CCOCC1 (dioxane). Run at time 5 hour. The product is C(=O)(OC(C)(C)C)C1(C=CC(C1)C(=O)O)N ((±)-1-BOC-amino-2-cyclopentene-4-carboxylic Acid). The yield is 63.0%. As a reaction SMILES: Cl.[NH2:2][CH:3]1[CH2:7][CH:6]([C:8]([OH:10])=[O:9])[CH:5]=[CH:4]1.[OH-].[Na+].[C:13]([O:17][C:18](F)=[O:19])([CH3:16])([CH3:15])[CH3:14].Cl>O.O1CCOCC1.C(OCC)C>[C:18]([C:3]1([NH2:2])[CH2:7][CH:6]([C:8]([OH:10])=[O:9])[CH:5]=[CH:4]1)([O:17][C:13]([CH3:16])([CH3:15])[CH3:14])=[O:19] |f:0.1,2.3|. Procedure: 16.4 g of crude (±)-1-amino-2-cyclopentene-4-carboxylic acid hydrochloride (prepared as in J. Org. Chem. 1981, 46, 3268) were dissolved in a mixture of 80 ml of water and 80 ml of dioxane at room temperature under nitrogen. The mixture was then adjusted to pH 14 with 1N NaOH, and a diethyl ether solution of tert-butyloxycarbonyl fluoride (BOC-F, 20% excess) was 5 added (BOC-F prepared as in Synthesis 1975, 599). The mixture was stirred for a further 5 h at room temperature. The pH was adjusted t...